From a dataset of the Open Reaction Database (ORD), a public repository of structured organic reaction records. describe an organic reaction: reactants, conditions, products, and yield Starting materials: N1CCCC1 (pyrrolidine), O (Water), OCC1(OC2=C(N(C1=O)CCCCOC)C=C(C(=C2)C)C(=O)N([C@H]2CN(CCC2)C(=O)OC(C)(C)C)C(C)C)C (tert-butyl (3R)-3-[{[2-(hydroxymethyl)-4-(4-methoxybutyl)-2,7-dimethyl-3-oxo-3,4-dihydro-2H-1,4-benzoxazin-6-yl]carbonyl}(isopropyl)amino]piperidine-1-carboxylate), N,N′-carbonyldiimidazole, C(C)(C)N(CC)C(C)C (diisopropylethylamine). The solvent is O1CCCC1 (tetrahydrofuran). Run at time 1 hour. Yields the product C(C)(C)N([C@H]1CN(CCC1)C(=O)OC(C)(C)C)C(=O)C=1C(=CC2=C(N(C(C(O2)(COC(=O)N2CCCC2)C)=O)CCCCOC)C1)C (tert-Butyl (3R)-3-{isopropyl[(4-(4-methoxybutyl)-2,7-dimethyl-3-oxo-2-{[(pyrrolidin-1-ylcarbonyl)oxy]methyl}-3,4-dihydro-2H-1,4-benzoxazin-6-yl)carbonyl]amino}piperidine-1-carboxylate). Reaction SMILES: [OH:1][CH2:2][C:3]1([CH3:40])[C:8](=[O:9])[N:7]([CH2:10][CH2:11][CH2:12][CH2:13][O:14][CH3:15])[C:6]2[CH:16]=[C:17]([C:21]([N:23]([CH:37]([CH3:39])[CH3:38])[C@@H:24]3[CH2:29][CH2:28][CH2:27][N:26]([C:30]([O:32][C:33]([CH3:36])([CH3:35])[CH3:34])=[O:31])[CH2:25]3)=[O:22])[C:18]([CH3:20])=[CH:19][C:5]=2[O:4]1.[CH:41]([N:44]([CH:47]([CH3:49])C)[CH2:45]C)([CH3:43])C.N1CCCC1.[OH2:55]>O1CCCC1>[CH:37]([N:23]([C:21]([C:17]1[C:18]([CH3:20])=[CH:19][C:5]2[O:4][C:3]([CH3:40])([CH2:2][O:1][C:45]([N:44]3[CH2:41][CH2:43][CH2:49][CH2:47]3)=[O:55])[C:8](=[O:9])[N:7]([CH2:10][CH2:11][CH2:12][CH2:13][O:14][CH3:15])[C:6]=2[CH:16]=1)=[O:22])[C@@H:24]1[CH2:29][CH2:28][CH2:27][N:26]([C:30]([O:32][C:33]([CH3:34])([CH3:36])[CH3:35])=[O:31])[CH2:25]1)([CH3:38])[CH3:39]. Procedure: To a solution of tert-butyl (3R)-3-[{[2-(hydroxymethyl)-4-(4-methoxybutyl)-2,7-dimethyl-3-oxo-3,4-dihydro-2H-1,4-benzoxazin-6-yl]carbonyl}(isopropyl)amino]piperidine-1-carboxylate (60 mg), N,N′-carbonyldiimidazole (20 mg) in tetrahydrofuran (1 ml) was added diisopropylethylamine (95 μl), and the mixture was stirred at room temperature for one hour. To the reaction mixture was added pyrrolidine (10 μl), and the mixture was stirred at room temperature overnight. Water was added to the reaction mix... Starting materials: 12-L, II (iodine), ( 12 ), N1C=NC=C1 (imidazole), C1(=CC=CC=C1)P(C1=CC=CC=C1)C1=CC=CC=C1 (triphenylphosphine), CCOCC (ether). The solvent is C(Cl)Cl (methylene chloride), C(Cl)Cl (methylene chloride). Conditions: temperature -2 celsius, time 15 minute. The product is C1(=CC=CC=C1)P(C1=CC=CC=C1)(C1=CC=CC=C1)=O (triphenylphosphine oxide). As a reaction SMILES: N1C=CN=C1.[C:6]1([P:12]([C:19]2[CH:24]=[CH:23][CH:22]=[CH:21][CH:20]=2)[C:13]2[CH:18]=[CH:17][CH:16]=[CH:15][CH:14]=2)[CH:11]=[CH:10][CH:9]=[CH:8][CH:7]=1.II.CC[O:29]CC>C(Cl)Cl>[C:19]1([P:12](=[O:29])([C:6]2[CH:7]=[CH:8][CH:9]=[CH:10][CH:11]=2)[C:13]2[CH:18]=[CH:17][CH:16]=[CH:15][CH:14]=2)[CH:20]=[CH:21][CH:22]=[CH:23][CH:24]=1. Reported procedure: A 12-L, three-neck, round-bottom flask equipped with a mechanical stirrer, thermocouple, nitrogen bubbler, and an additional funnel, was charged with imidazole (204 g, 2.99 mol, 6.0 equivalents), triphenylphosphine (300 g, 1.14 mol, 2.3 equivalents), and methylene chloride (2.5 L). The resulting solution was cooled to −2° C. and to this was added iodine (290 g, 1.14 mol, 2.3 equivalents). The resulting mixture was allowed to stir for 15 minutes, and then a solution of (12) (274 g, 0.50 mol) in m... Reactants: OCC(O)CO (glycerol), C(CO)O (ethylene glycol), [H][H] (hydrogen), OCC(O)CO (glycerol). Reagents/catalysts: [Pt] (Pt/C). The solvent is O (water). The product is C(C(C)O)O (1,2-propylene glycol), CC(=O)CO (acetol), other products. The yield is 0.0%. As a reaction SMILES: [OH:1][CH2:2][CH:3]([CH2:5]O)[OH:4].[H][H].C(O)CO>O.[Pt]>[CH2:2]([OH:1])[CH:3]([OH:4])[CH3:5].[CH3:5][C:3]([CH2:2][OH:1])=[O:4]. Reported procedure: 20 wt % glycerol was hydrogenated at 500 psi hydrogen pressure at 220° C. using 80 g of water as solvent. 0.01 g/ml catalyst of 3% Pt/C catalyzed the reaction in 5 h to give glycerol conversion of 32% with 91% selectivity to 1,2-propylene glycol, 2% to acetol and 7% ethylene glycol and <0.01% other products. The reactants are C(CCC)C1=C(C(N=C2N1CC(N2)=O)=O)CC2=CC=C(C=C2)C2=C(C=CC=C2)C(=O)OC (5-butyl-6-[(2'-methoxycarbonylbiphenyl-4-yl)methyl]imidazo[1,2-a]pyrimidin-2,7-dione), [OH-].[Na+] (NaOH). Run in O (H2O), CO (MeOH). Yields the product C(CCC)C1=C(C(N=C2N1CC(N2)=O)=O)CC2=CC=C(C=C2)C2=C(C=CC=C2)C(=O)O (5-Butyl-6-((2'-carboxybiphenyl-4-yl)methyl]imidazo[1,2-a]pyrimidin-2,7-dione). Isolated yield 51.7%. RXN SMILES: [CH2:1]([C:5]1[N:10]2[CH2:11][C:12](=[O:14])[NH:13][C:9]2=[N:8][C:7](=[O:15])[C:6]=1[CH2:16][C:17]1[CH:22]=[CH:21][C:20]([C:23]2[CH:28]=[CH:27][CH:26]=[CH:25][C:24]=2[C:29]([O:31]C)=[O:30])=[CH:19][CH:18]=1)[CH2:2][CH2:3][CH3:4].[OH-].[Na+]>CO.O>[CH2:1]([C:5]1[N:10]2[CH2:11][C:12](=[O:14])[NH:13][C:9]2=[N:8][C:7](=[O:15])[C:6]=1[CH2:16][C:17]1[CH:22]=[CH:21][C:20]([C:23]2[CH:28]=[CH:27][CH:26]=[CH:25][C:24]=2[C:29]([OH:31])=[O:30])=[CH:19][CH:18]=1)[CH2:2][CH2:3][CH3:4] |f:1.2|. Reported procedure: A solution of 0.17 g of 5-butyl-6-[(2'-methoxycarbonylbiphenyl-4-yl)methyl]imidazo[1,2-a]pyrimidin-2,7-dione in 2 ml of MeOH is added with 32 mg of NaOH dissolved in 0.05 ml of H2O. After 24 h under reflux, the solvent is evaporated under reduced pressure and the residue is taken up in H2O and acidified to pH 5, to separate a solid which is filtered off and washed thoroughly with H2O. The purification is carried out by FC (eluent CH2Cl2 --MeOH--AcOH 89:10:1), to obtain 85 mg of a white solid (51... Starting materials: C=CCn1ccnc1, C=CCCl, Cc1ccccc1, CC#N. The product is C=CCn1cc[n+](CC=C)c1, [Cl-]. As a reaction SMILES: [CH2:1]([CH:2]=[CH2:3])[n:4]1[cH:5][n:6][cH:7][cH:8]1.[CH2:9]([CH:10]=[CH2:11])[Cl:12].[CH3:13][c:14]1[cH:15][cH:16][cH:17][cH:18][cH:19]1.[CH3:20][C:21]#[N:22]>>[CH2:1]([CH:2]=[CH2:3])[n+:4]1[cH:5][n:6]([CH2:11][CH:10]=[CH2:9])[cH:7][cH:8]1.[Cl-:12]. Reactants: C(C)(=O)N1CC2=C(CC1)C(=C(S2)CCC)CCCl (6-acetyl-3-(2-chloroethyl)-4,5,6,7-tetrahydro-2-propylthieno[2,3-c]pyridine), C(C(=O)[O-])(=O)[O-] (oxalate), Cl.FC1=CC2=C(C(=NO2)C2CCNCC2)C=C1 (4-(6-fluoro-1,2-benzisoxazol-3-yl)piperidine hydrochloride). Yields the product C(C)(=O)N1CC2=C(CC1)C(=C(S2)CCC)CCN2CCC(CC2)C2=NOC1=C2C=CC(=C1)F (6-acetyl-2-propyl-3-(2-(4-(6-fluoro-1,2-benzisoxazol-3-yl)piperidin-1-yl)ethyl)-4,5,6,7-tetrahydrothieno[2,3-c]pyridine). Yield: 38.3%. RXN SMILES: [C:1]([N:4]1[CH2:9][CH2:8][C:7]2[C:10]([CH2:16][CH2:17]Cl)=[C:11]([CH2:13][CH2:14][CH3:15])[S:12][C:6]=2[CH2:5]1)(=[O:3])[CH3:2].Cl.[F:20][C:21]1[CH:35]=[CH:34][C:24]2[C:25]([CH:28]3[CH2:33][CH2:32][NH:31][CH2:30][CH2:29]3)=[N:26][O:27][C:23]=2[CH:22]=1.C([O-])(=O)C([O-])=O>>[C:1]([N:4]1[CH2:9][CH2:8][C:7]2[C:10]([CH2:16][CH2:17][N:31]3[CH2:30][CH2:29][CH:28]([C:25]4[C:24]5[CH:34]=[CH:35][C:21]([F:20])=[CH:22][C:23]=5[O:27][N:26]=4)[CH2:33][CH2:32]3)=[C:11]([CH2:13][CH2:14][CH3:15])[S:12][C:6]=2[CH2:5]1)(=[O:3])[CH3:2] |f:1.2|. Reported procedure: The reaction and procedure were conducted in a similar manner as in Example 24 using 1.7 g of 6-acetyl-3-(2-chloroethyl)-4,5,6,7-tetrahydro-2-propylthieno[2,3-c]pyridine and 1.0 g of 4-(6-fluoro-1,2-benzisoxazol-3-yl)piperidine hydrochloride to give 0.7 g of 6-acetyl-2-propyl-3-(2-(4-(6-fluoro-1,2-benzisoxazol-3-yl)piperidin-1-yl)ethyl)-4,5,6,7-tetrahydrothieno[2,3-c]pyridine as an oil, m.p. 178°-180° C. (decomposition) as oxalate 1/2hydrate thereof. Starting materials: C(C)(C)(C)OC(=O)N1CCN(CC1)C(C1=CC=C(C=C1)N1C(OC[C@H]1CO)=O)=O ((R)-4-[4-(4-hydroxymethyl-2-oxooxazolidin-3-yl)benzoyl]piperazine-1-carboxylic acid tert-butyl ester), C(C)I (ethyl iodide). The product is C(C)(C)(C)OC(=O)N1CCN(CC1)C(C1=CC=C(C=C1)N1C(OC[C@H]1COCC)=O)=O ((R)-4-[4-(4-ethoxymethyl-2-oxooxazolidin-3-yl)benzoyl]piperazine-1-carboxylic acid tert-butyl ester). The yield is 75.8%. Reaction SMILES: [C:1]([O:5][C:6]([N:8]1[CH2:13][CH2:12][N:11]([C:14](=[O:29])[C:15]2[CH:20]=[CH:19][C:18]([N:21]3[C@H:25]([CH2:26][OH:27])[CH2:24][O:23][C:22]3=[O:28])=[CH:17][CH:16]=2)[CH2:10][CH2:9]1)=[O:7])([CH3:4])([CH3:3])[CH3:2].[CH2:30](I)[CH3:31]>>[C:1]([O:5][C:6]([N:8]1[CH2:9][CH2:10][N:11]([C:14](=[O:29])[C:15]2[CH:16]=[CH:17][C:18]([N:21]3[C@H:25]([CH2:26][O:27][CH2:30][CH3:31])[CH2:24][O:23][C:22]3=[O:28])=[CH:19][CH:20]=2)[CH2:12][CH2:13]1)=[O:7])([CH3:4])([CH3:2])[CH3:3]. Reported procedure: By reaction and treatment in the same manner as in Preparation Example 93 and using (R)-4-[4-(4-hydroxymethyl-2-oxooxazolidin-3-yl)benzoyl]piperazine-1-carboxylic acid tert-butyl ester (2.43 g) described in Preparation Example 163 and ethyl iodide (1.12 g), the title compound (1.97 g) was obtained.